describe an organic reaction: reactants, conditions, products, and yield From a dataset of the Open Reaction Database (ORD), a public repository of structured organic reaction records. As a reaction SMILES: [CH3:1][O:2][C:3]1[CH:4]=[C:5]2[C:10](=[CH:11][CH:12]=1)[O:9][CH2:8][CH2:7][C:6]2=O.Cl.[NH2:15][OH:16].C([O-])(=O)C.[Na+]>C(O)C.O>[CH3:1][O:2][C:3]1[CH:4]=[C:5]2[C:10](=[CH:11][CH:12]=1)[O:9][CH2:8][CH2:7][C:6]2=[N:15][OH:16] |f:1.2,3.4|. The reactants are Cl.NO (hydroxylamine hydrochloride), C(C)(=O)[O-].[Na+] (sodium acetate), COC=1C=C2C(CCOC2=CC1)=O (6-methoxychroman-4-one). Procedure: 5.2 g (29.2 mmol) of 6-methoxychroman-4-one were dissolved in ethanol and 2.53 g (36.5 mmol) hydroxylamine hydrochloride and 2.99 g (36.5 mmol) sodium acetate dissolved in 10 ml of water were added. The mixture was stirred at 65° C. for 1.5 hours. The mixture was allowed to cool to room temperature and concentrated. The residue was dissolved in methyl-tert-butylether. The organic phase was washed with water, dried over MgSO4 and concentrated to give 5.6 g (29.4 mmol, quant.) of crude product, wh... Conditions: temperature 65 celsius, time 1.5 hour. The product is COC=1C=C2C(CCOC2=CC1)=NO (6-Methoxychroman-4-one oxime). Run in O (water), C(C)O (ethanol). Starting materials: C(C1=CC=CC=C1)C1CN(CCC1)CCCCC1=CNC2=CC=C(C=C12)C(=O)OC (methyl 3-[4-(3-benzylpiperidin-1-yl)butyl]indole-5-carboxylate), [OH-].[K+] (KOH). The solvent is C(C)O (ethanol). Yields the product O.C(C1=CC=CC=C1)C1CN(CCC1)CCCCC1=CNC2=CC=C(C=C12)C(=O)O (3-[4-(3-benzylpiperidin-1-yl)butyl]-5-carboxyindole, hydrate). Reaction SMILES: [CH2:1]([CH:8]1[CH2:13][CH2:12][CH2:11][N:10]([CH2:14][CH2:15][CH2:16][CH2:17][C:18]2[C:26]3[C:21](=[CH:22][CH:23]=[C:24]([C:27]([O:29]C)=[O:28])[CH:25]=3)[NH:20][CH:19]=2)[CH2:9]1)[C:2]1[CH:7]=[CH:6][CH:5]=[CH:4][CH:3]=1.[OH-].[K+]>C(O)C>[OH2:28].[CH2:1]([CH:8]1[CH2:13][CH2:12][CH2:11][N:10]([CH2:14][CH2:15][CH2:16][CH2:17][C:18]2[C:26]3[C:21](=[CH:22][CH:23]=[C:24]([C:27]([OH:29])=[O:28])[CH:25]=3)[NH:20][CH:19]=2)[CH2:9]1)[C:2]1[CH:3]=[CH:4][CH:5]=[CH:6][CH:7]=1 |f:1.2,4.5|. Procedure: A mixture of methyl 3-[4-(3-benzylpiperidin-1-yl)butyl]indole-5-carboxylate and KOH is heated under reflux in ethanol. After customary work-up, 3-[4-(3-benzylpiperidin-1-yl)butyl]-5-carboxyindole, hydrate, m.p. 144-147°, is obtained.